From a dataset of the Open Reaction Database (ORD), a public repository of structured organic reaction records. describe an organic reaction: reactants, conditions, products, and yield The reactants are C(C)(C)C=1C(=C(C=C(C1)C(C)C)B(O)O)OCCCF (3,5-diisopropyl-2-(3-fluoropropoxy) phenylboronic acid), 2-acetyl-7-trifluoromethanesulfonate benzo[b]furan, C([O-])([O-])=O.[Na+].[Na+] (sodium carbonate), C(C)O (ethanol), O (water). Reagents/catalysts: C=1C=CC(=CC1)[P](C=2C=CC=CC2)(C=3C=CC=CC3)[Pd]([P](C=4C=CC=CC4)(C=5C=CC=CC5)C=6C=CC=CC6)([P](C=7C=CC=CC7)(C=8C=CC=CC8)C=9C=CC=CC9)[P](C=1C=CC=CC1)(C=1C=CC=CC1)C=1C=CC=CC1 (Pd(PPh3)4). The solvent is C1(=CC=CC=C1)C (toluene). The product is C(C)(=O)C1=CC2=C(O1)C(=CC=C2)C2=C(C(=CC(=C2)C(C)C)C(C)C)OCCCF (2-acetyl-7-[3,5-diisopropyl-2-(3-fluoropropoxy)phenyl]-benzo[b]furan). Reaction SMILES: [CH:1]([C:4]1[C:5]([O:16][CH2:17][CH2:18][CH2:19][F:20])=[C:6](B(O)O)[CH:7]=[C:8]([CH:10]([CH3:12])[CH3:11])[CH:9]=1)([CH3:3])[CH3:2].[C:21](=[O:24])([O-])[O-].[Na+].[Na+].O.[CH2:28]([OH:30])[CH3:29]>C1(C)C=CC=CC=1.C1C=CC([P]([Pd]([P](C2C=CC=CC=2)(C2C=CC=CC=2)C2C=CC=CC=2)([P](C2C=CC=CC=2)(C2C=CC=CC=2)C2C=CC=CC=2)[P](C2C=CC=CC=2)(C2C=CC=CC=2)C2C=CC=CC=2)(C2C=CC=CC=2)C2C=CC=CC=2)=CC=1>[C:28]([C:21]1[O:24][C:2]2[C:1]([C:4]3[CH:9]=[C:8]([CH:10]([CH3:12])[CH3:11])[CH:7]=[C:6]([CH:6]([CH3:7])[CH3:5])[C:5]=3[O:16][CH2:17][CH2:18][CH2:19][F:20])=[CH:3][CH:9]=[CH:4][C:1]=2[CH:2]=1)(=[O:30])[CH3:29] |f:1.2.3,^1:41,43,62,81|. Reported procedure: A mixture of 1.08 mmol of 3,5-diisopropyl-2-(3-fluoropropoxy) phenylboronic acid, 498 mg (1.62 mmol) of 2-acetyl-7-trifluoromethanesulfonate benzo[b]furan (see Example 4, step A) and 62 mg (0.05 mmol) of Pd(PPh3)4, 1 mL of 2N aqueous sodium carbonate in 9 mL of toluene and 4 mL ethanol was heated to reflux. After complexion (TLC), water was added and the solution was extracted with ethyl acetate. The organic layer is dried over MgSO4 and after evaporation of the solvents, the crude oil was purif... The reactants are C(C=C)(=O)OCCCC (butyl acrylate), C(=C)[Si](OC(C)C)(OC(C)C)OC(C)C (vinyltriisopropoxysilane), C(C=C)(=O)O (acrylic acid), [OH-].[NH4+] (ammonium hydroxide), SCCC(=O)OCC(COC(CCS)=O)(COC(CCS)=O)COC(CCS)=O (pentaerythritol tetrakis(3-mercaptopropionate)). Reagents/catalysts: CC(C)(C#N)N=NC(C)(C)C#N (AIBN). Run at time 30 minute. Product: C(C=C)(=O)OCCCC (butyl acrylate), C(C(=C)C)(=O)OCCCC (butyl methacrylate), pentaerythritol tetrakis(3-menrcaptopropionate). Reaction SMILES: S[CH2:2]CC(OCC(COC(=O)CCS)(COC(=O)CCS)COC(=O)CCS)=O.[C:30]([O:34][CH2:35][CH2:36][CH2:37][CH3:38])(=[O:33])[CH:31]=[CH2:32].C([Si](OC(C)C)(OC(C)C)OC(C)C)=C.C(O)(=O)C=C.[OH-].[NH4+]>CC(N=NC(C#N)(C)C)(C#N)C>[C:30]([O:34][CH2:35][CH2:36][CH2:37][CH3:38])(=[O:33])[CH:31]=[CH2:32].[C:30]([O:34][CH2:35][CH2:36][CH2:37][CH3:38])(=[O:33])[C:31]([CH3:2])=[CH2:32] |f:4.5|. Procedure: A heteroarm star polymer was prepared by stage polymerization using pentaerythritol tetrakis(3-mercaptopropionate). A monomer blend of 5 pphm vinyltriisoproxysilane, 5 pphm of butyl acrylate, 40 pphm of butyl methacrylate and 2.5 pphm of pentaerythritol tetrakis(3-menrcaptopropionate) was polymerized for 45 minutes with 0.5 pphm AIBN as catalyst. A second monomer mixture of 5 pphm of butyl acrylate, 5 pphm of vinyltriisopropoxysilane and 40 pphm of acrylic acid was then added to the reaction and... Reactants: OC1=C(C(=O)O)C=CC(=C1)O (2,4-dihydroxybenzoic acid), CC(=C)C(=O)Cl (methacryl chloride). The solvent is [OH-].[Na+] (sodium hydroxide), ClCCl (dichoromethane). Run at temperature 0 celsius, time 8 hour. The product is C(C(=C)C)(=O)OC=1C=C(C(C(=O)O)=CC1)O (4-methacryloyloxysalicylic acid). RXN SMILES: [OH:1][C:2]1[CH:10]=[C:9]([OH:11])[CH:8]=[CH:7][C:3]=1[C:4]([OH:6])=[O:5].[CH3:12][C:13]([C:15](Cl)=[O:16])=[CH2:14]>[OH-].[Na+].ClCCl>[C:15]([O:11][C:9]1[CH:10]=[C:2]([OH:1])[C:3](=[CH:7][CH:8]=1)[C:4]([OH:6])=[O:5])(=[O:16])[C:13]([CH3:14])=[CH2:12] |f:2.3|. Procedure details: 2,4-dihydroxybenzoic acid (64.88 millimole, 10.0 g) was dissolved in an aqueous solution (300 g) of sodium hydroxide (1.7% by weight) to give an orange solution and the solution was cooled to 0° C. by ice bath. While stirring under a flow of nitrogen gas, a solution of methacryl chloride (8.0 g) in dichoromethane (100 ml) was added to the solution over a period of 60 minutes, and the solution was kept stirred at 0° C. for four hours after completing the addition. After the solution was stood to ... The reactants are [BH4-], CC(=O)Nc1ccc(C(=O)CBr)cc1, CCOCC, [Na+], O. Yields the product CC(=O)Nc1ccc(C(O)CBr)cc1. RXN SMILES: [BH4-:15].[Br:1][CH2:2][C:3](=[O:4])[c:5]1[cH:6][cH:7][c:8]([NH:11][C:12]([CH3:13])=[O:14])[cH:9][cH:10]1.[CH3:17][CH2:18][O:19][CH2:20][CH3:21].[Na+:16].[OH2:22]>>[Br:1][CH2:2][CH:3]([OH:4])[c:5]1[cH:6][cH:7][c:8]([NH:11][C:12]([CH3:13])=[O:14])[cH:9][cH:10]1. Reactants: O=C=Nc1ccc(C(F)(F)F)cc1, c1ccccc1, OCc1cccnc1. Product: O=C(Nc1ccc(C(F)(F)F)cc1)OCc1cccnc1. RXN SMILES: [F:9][C:10]([c:11]1[cH:12][cH:13][c:14]([N:17]=[C:18]=[O:19])[cH:15][cH:16]1)([F:20])[F:21].[cH:22]1[cH:23][cH:24][cH:25][cH:26][cH:27]1.[n:1]1[cH:2][c:3]([CH2:7][OH:8])[cH:4][cH:5][cH:6]1>>[n:1]1[cH:2][c:3]([CH2:7][O:8][C:18]([NH:17][c:14]2[cH:13][cH:12][c:11]([C:10]([F:9])([F:20])[F:21])[cH:16][cH:15]2)=[O:19])[cH:4][cH:5][cH:6]1.